Dataset: the Open Reaction Database (ORD), a public repository of structured organic reaction records. Task: describe an organic reaction: reactants, conditions, products, and yield The reactants are CCCCCCCCc1ccc(-c2ncc(OC)cn2)cc1, CC(=O)O, [Na+], [OH-], OCCOCCO. Product: CCCCCCCCc1ccc(-c2ncc(O)cn2)cc1. As a reaction SMILES: [CH3:1][O:2][c:3]1[cH:4][n:5][c:6](-[c:9]2[cH:10][cH:11][c:12]([CH2:15][CH2:16][CH2:17][CH2:18][CH2:19][CH2:20][CH2:21][CH3:22])[cH:13][cH:14]2)[n:7][cH:8]1.[CH3:32][C:33](=[O:34])[OH:35].[Na+:31].[OH-:30].[OH:23][CH2:24][CH2:25][O:26][CH2:27][CH2:28][OH:29]>>[OH:2][c:3]1[cH:4][n:5][c:6](-[c:9]2[cH:10][cH:11][c:12]([CH2:15][CH2:16][CH2:17][CH2:18][CH2:19][CH2:20][CH2:21][CH3:22])[cH:13][cH:14]2)[n:7][cH:8]1. Product: COC(=O)C(NC(=O)c1ccccc1[N+](=O)[O-])C1CCCCC1. The reactants are COC(=O)C(N)C1CCCCC1, CCN(C(C)C)C(C)C, ClCCl, Cl, O=C(Cl)c1ccccc1[N+](=O)[O-]. As a reaction SMILES: [CH3:14][O:15][C:16]([CH:17]([CH:18]1[CH2:19][CH2:20][CH2:21][CH2:22][CH2:23]1)[NH2:24])=[O:25].[CH:26]([N:27]([CH:28]([CH3:29])[CH3:30])[CH2:31][CH3:32])([CH3:33])[CH3:34].[Cl:35][CH2:36][Cl:37].[ClH:13].[N+:1](=[O:2])([O-:3])[c:4]1[c:5]([C:6](=[O:7])[Cl:8])[cH:9][cH:10][cH:11][cH:12]1>>[N+:1](=[O:2])([O-:3])[c:4]1[c:5]([C:6](=[O:7])[NH:24][CH:17]([C:16]([O:15][CH3:14])=[O:25])[CH:18]2[CH2:19][CH2:20][CH2:21][CH2:22][CH2:23]2)[cH:9][cH:10][cH:11][cH:12]1.